Task: describe an organic reaction: reactants, conditions, products, and yield. Dataset: the Open Reaction Database (ORD), a public repository of structured organic reaction records Solvent: O (water). Starting materials: CN(C=CC(=O)C=1C=C(C=CC1)N(C(C)=O)CC)C (N-[3-[3-(Dimethylamino)-1-oxo-2-propenyl]phenyl]-N-ethyl acetamide), NC1=NNC=C1C#N (3-amino-4-cyanopyrazole), C(N(CC(=O)O)CC(=O)O)CN(CC(=O)O)CC(=O)O (edetic acid), [OH-].[Na+] (sodium hydroxide). The product is C(#N)C=1C=NN2C1N=CC=C2C=2C=C(C=CC2)N(C(C)=O)CC (N-[3-(3-cyanopyrazolo-[1,5-a]-pyrimidin-7-yl)-phenyl]-N-ethyl acetamide). Procedure: 2.0 gm N-[3-[3-(Dimethylamino)-1-oxo-2-propenyl]phenyl]-N-ethyl acetamide was added to a slurry of 40 ml water containing 0.83 gm of 3-amino-4-cyanopyrazole and 6.0 gm edetic acid. The reaction mass was heated to 60° C. for 3 hrs. After cooling the reaction mixture to 20° C., 15% aqueous sodium hydroxide solution was added and the pH of the reaction mixture was adjusted to between 9-10. The reaction mass was stirred for 1 hr. and filtered to give the title compound. Reaction SMILES: C[N:2]([CH3:19])[CH:3]=[CH:4][C:5]([C:7]1[CH:8]=[C:9]([N:13]([CH2:17][CH3:18])[C:14](=[O:16])[CH3:15])[CH:10]=[CH:11][CH:12]=1)=O.N[C:21]1[C:25]([C:26]#[N:27])=C[NH:23][N:22]=1.C(CN(CC(O)=O)CC(O)=O)N(CC(O)=O)CC(O)=O.[OH-].[Na+]>O>[C:26]([C:25]1[CH:21]=[N:22][N:23]2[C:5]([C:7]3[CH:8]=[C:9]([N:13]([CH2:17][CH3:18])[C:14](=[O:16])[CH3:15])[CH:10]=[CH:11][CH:12]=3)=[CH:4][CH:3]=[N:2][C:19]=12)#[N:27] |f:3.4|. Run at temperature 60 celsius, time 1 hour. Reactants: [K+].[Br-] (KBr), COC=1C=C(C=2OC3=CC(=CC=C3C(C2)=O)O)C=C(C1)OC (3′,5′-dimethoxy-7-hydroxy-flavone), COC=1C=C(C=2OC3=CC(=CC=C3C(C2)=O)O)C=C(C1)OC (3′,5′-Dimethoxy-7-hydroxy-flavone), BrC(C)(C)Br (dibromo propane), C([O-])([O-])=O.[K+].[K+] (potassium carbonate). Run in CN(C=O)C (dimethyl formamide). The product is BrCCCOC1=CC=C2C(C=C(OC2=C1)C1=CC(=CC(=C1)OC)OC)=O (7-(3-Bromo-propoxy)-3′,5′-dimethoxy-flavone). RXN SMILES: [CH3:1][O:2][C:3]1[CH:4]=[C:5]([CH:18]=[C:19]([O:21][CH3:22])[CH:20]=1)[C:6]1[O:7][C:8]2[C:13]([C:14](=[O:16])[CH:15]=1)=[CH:12][CH:11]=[C:10]([OH:17])[CH:9]=2.Br[C:24]([Br:27])([CH3:26])C.[C:28](=O)([O-])[O-].[K+].[K+].[K+].[Br-]>CN(C)C=O>[Br:27][CH2:24][CH2:26][CH2:28][O:17][C:10]1[CH:9]=[C:8]2[C:13]([C:14](=[O:16])[CH:15]=[C:6]([C:5]3[CH:4]=[C:3]([O:2][CH3:1])[CH:20]=[C:19]([O:21][CH3:22])[CH:18]=3)[O:7]2)=[CH:12][CH:11]=1 |f:2.3.4,5.6|. Procedure details: This compound (60) was prepared from 3′,5′-dimethoxy-7-hydroxy-flavone, 26 (1.1 g, 3.7 mmol), dibromo propane (1.9 mL, 18.5 mmol) and potassium carbonate (1.5 g, 11.1 mmol) in dry dimethyl formamide (100 mL) using the identical procedure as described for 56. Yield 1.1 g (74%); mp 173-174° C.; MS (FAB) 419/421 (M++1); IR (KBr) 1631; 1H NMR (200 MHz, DMSO-d6) δ 7.88 (d, J=8.8 Hz, 1H), 7.35 (d, J=2.1 Hz, 1H), 7.17 (d, J=2.1 Hz, 2H), 7.02 (dd, J=8.9 Hz, 2.2 Hz, 1H), 6.98 (s, 1H), 6.66 (s, 1H), 4.19 ... Reactants: C(C)OC(C1=CC=C(C=C1)NC1=NC(=CN(C1=O)C)Br)=O (4-(6-Bromo-4-methyl-3-oxo-3,4-dihydro-pyrazin-2-ylamino)-benzoic acid ethyl ester), CC(C)C[AlH]CC(C)C (DIBAL-H). Run in C(Cl)Cl (CH2Cl2). Run at time 1 hour. Product: BrC=1N=C(C(N(C1)C)=O)NC1=CC=C(C=C1)CO (5-Bromo-3-(4-hydroxymethyl-phenylamino)-1-methyl-1H-pyrazin-2-one). Isolated yield 45.4%. As a reaction SMILES: C([O:3][C:4](=O)[C:5]1[CH:10]=[CH:9][C:8]([NH:11][C:12]2[C:17](=[O:18])[N:16]([CH3:19])[CH:15]=[C:14]([Br:20])[N:13]=2)=[CH:7][CH:6]=1)C.CC(C[AlH]CC(C)C)C>C(Cl)Cl>[Br:20][C:14]1[N:13]=[C:12]([NH:11][C:8]2[CH:9]=[CH:10][C:5]([CH2:4][OH:3])=[CH:6][CH:7]=2)[C:17](=[O:18])[N:16]([CH3:19])[CH:15]=1. Reported procedure: A slurry of 4-(6-bromo-4-methyl-3-oxo-3,4-dihydro-pyrazin-2-ylamino)-benzoic acid ethyl ester (1) (7.75 g; 22.02 mmol) in CH2Cl2 (200 mL) was cooled to −78° C. under N2. A solution of DIBAL-H (100 mL; 1.0 M in CH2Cl2) was added dropwise over 30 min. to the stirring slurry, and the reaction allowed to warm gradually to rt over 30 min. The reaction stirred for 1 hr at rt, and was monitored by LC-MS until only product was observed. The reaction was cooled to 0° C. in an ice bath and was quenched by... Starting materials: CCO, CN(C)C=O, [H][H], Cc1ccc2c(c1)C(=O)N(c1cc([N+](=O)[O-])ccc1C)C2=O. Product: Cc1ccc2c(c1)C(=O)N(c1cc(N)ccc1C)C2=O. RXN SMILES: [CH3:23][CH2:24][OH:25].[CH3:28][N:29]([CH3:30])[CH:31]=[O:32].[H:26][H:27].[N+:1]([O-:2])(=[O:3])[c:4]1[cH:5][c:6]([N:11]2[C:12](=[O:22])[c:13]3[c:14]([cH:17][c:18]([CH3:21])[cH:19][cH:20]3)[C:15]2=[O:16])[c:7]([CH3:10])[cH:8][cH:9]1>>[NH2:1][c:4]1[cH:5][c:6]([N:11]2[C:12](=[O:22])[c:13]3[c:14]([cH:17][c:18]([CH3:21])[cH:19][cH:20]3)[C:15]2=[O:16])[c:7]([CH3:10])[cH:8][cH:9]1. Starting materials: C=O, CCNCC, ClCCl, CCOC(=O)C(C(=O)O)C(C)C1CCN(C(=O)OC(C)(C)C)CC1, CCOC(C)=O. The product is C=C(C(=O)OCC)C(C)C1CCN(C(=O)OC(C)(C)C)CC1. RXN SMILES: [CH2:1]=[O:2].[CH2:27]([NH:28][CH2:29][CH3:30])[CH3:31].[CH2:38]([Cl:39])[Cl:40].[CH2:3]([CH3:4])[O:5][C:6]([CH:7]([C:8]([OH:9])=[O:10])[CH:11]([CH3:12])[CH:13]1[CH2:14][CH2:15][N:16]([C:19](=[O:20])[O:21][C:22]([CH3:23])([CH3:24])[CH3:25])[CH2:17][CH2:18]1)=[O:26].[CH3:32][CH2:33][O:34][C:35]([CH3:36])=[O:37]>>[CH2:3]([CH3:4])[O:5][C:6]([C:7](=[CH2:8])[CH:11]([CH3:12])[CH:13]1[CH2:14][CH2:15][N:16]([C:19](=[O:20])[O:21][C:22]([CH3:23])([CH3:24])[CH3:25])[CH2:17][CH2:18]1)=[O:26].